Dataset: the Open Reaction Database (ORD), a public repository of structured organic reaction records. Task: describe an organic reaction: reactants, conditions, products, and yield The reactants are CC1=CC(=C(C(=C1)C(=O)C)O)[N+](=O)[O-] (2-Hydroxy-5-methyl-3-nitroacetophenone), C(C1=CC=CC=C1)OC1=CC=C(C=O)C=C1 (4-benzyloxybenzaldehyde). Yields the product C(C1=CC=CC=C1)OC1=CC=C(C=C1)/C=C/C(=O)C1=C(C(=CC(=C1)C)[N+](=O)[O-])O ((E)-3-[4-(benzyloxy)phenyl]-1-(2-hydroxy-5-methyl-3-nitrophenyl)-2-propen-1-one). Yield: 75.5%. RXN SMILES: [CH3:1][C:2]1[CH:7]=[C:6]([C:8]([CH3:10])=[O:9])[C:5]([OH:11])=[C:4]([N+:12]([O-:14])=[O:13])[CH:3]=1.[CH2:15]([O:22][C:23]1[CH:30]=[CH:29][C:26]([CH:27]=O)=[CH:25][CH:24]=1)[C:16]1[CH:21]=[CH:20][CH:19]=[CH:18][CH:17]=1>>[CH2:15]([O:22][C:23]1[CH:24]=[CH:25][C:26](/[CH:27]=[CH:10]/[C:8]([C:6]2[CH:7]=[C:2]([CH3:1])[CH:3]=[C:4]([N+:12]([O-:14])=[O:13])[C:5]=2[OH:11])=[O:9])=[CH:29][CH:30]=1)[C:16]1[CH:17]=[CH:18][CH:19]=[CH:20][CH:21]=1. Procedure details: 2-Hydroxy-5-methyl-3-nitroacetophenone (100 mg, 0.51 mmol) and 4-benzyloxybenzaldehyde (100 mg, 0.47 mol) were reacted according to the same procedure as Preparation 1 to give 150 mg (Yield 75%) of the title compound. Reactants: ClC1=NC=C2N=CN(C2=N1)CC1=C(C=CC=C1)F (2-chloro-9-(2-fluorobenzyl)-9H-purine), CN (N-methylamine). The product is FC1=C(CN2C3=NC(=NC=C3N=C2)NC)C=CC=C1 (9-(2-fluorobenzyl)-2-(N-methylamino)-9H-purine). Reaction SMILES: Cl[C:2]1[N:10]=[C:9]2[C:5]([N:6]=[CH:7][N:8]2[CH2:11][C:12]2[CH:17]=[CH:16][CH:15]=[CH:14][C:13]=2[F:18])=[CH:4][N:3]=1.[CH3:19][NH2:20]>>[F:18][C:13]1[CH:14]=[CH:15][CH:16]=[CH:17][C:12]=1[CH2:11][N:8]1[CH:7]=[N:6][C:5]2[C:9]1=[N:10][C:2]([NH:20][CH3:19])=[N:3][CH:4]=2. Procedure: In a manner analogous to that described in Example 2 it is also possible, by reacting 2-chloro-9-(2-fluorobenzyl)-9H-purine (Example 7) with N-methylamine, to obtain the 9-(2-fluorobenzyl)-2-(N-methylamino)-9H-purine, which has a melting range of from 184° to 185° (methanol/diethyl ether), the reaction mixture being heated for 24 hours at from 80° to 85°. Reactants: C(C)OC(C1=C(N=CC(=C1)F)Cl)=O (ethyl-2-chloro-5-fluoro-nicotinate), C([O-])([O-])=O.[Cs+].[Cs+] (caesium carbonate), CSC1=CC=C(C=C1)O (4-methylsulfanylphenol). The reagents and catalysts are [Cu](I)I (Copper iodide). Solvent: C1(=CC=CC=C1)C.CN1CCCC1 (toluene N-methylpyrrolidine). Conditions: time 17 hour. The product is C(C)OC(C1=C(N=CC(=C1)F)OC1=CC=C(C=C1)SC)=O (5-fluoro-2-(4-methylsulfanyl-phenoxy)-nicotinic acid ethyl ester). Yield: 69.2%. Reaction SMILES: [CH2:1]([O:3][C:4](=[O:13])[C:5]1[CH:10]=[C:9]([F:11])[CH:8]=[N:7][C:6]=1Cl)[CH3:2].C(=O)([O-])[O-].[Cs+].[Cs+].[CH3:20][S:21][C:22]1[CH:27]=[CH:26][C:25]([OH:28])=[CH:24][CH:23]=1>C1(C)C=CC=CC=1.CN1CCCC1.[Cu](I)I>[CH2:1]([O:3][C:4](=[O:13])[C:5]1[CH:10]=[C:9]([F:11])[CH:8]=[N:7][C:6]=1[O:28][C:25]1[CH:26]=[CH:27][C:22]([S:21][CH3:20])=[CH:23][CH:24]=1)[CH3:2] |f:1.2.3,5.6|. Procedure: To a suspension of ethyl-2-chloro-5-fluoro-nicotinate (2.00 g, 9.82 mmol) and caesium carbonate (4.48 g, 13.8 mmol) in toluene/N-methylpyrrolidine (4:1, 50 ml) was added 4-methylsulfanylphenol (1.51 g, 10.8 mmol) at room temperature under nitrogen. Copper iodide (94 mg, 0.49 mmol) and the reaction was heated to 100° C. and stirred at this temperature for 17 h. The reaction was cooled to room temperature, partitioned between water (100 ml) and ethyl acetate (200 ml) and filtered. The filtrate was... The reactants are CCOC(=O)CC(C(=O)c1ccc(OC)cc1)c1ccccc1, CCO, [Na+], [OH-], O. Product: COc1ccc(C(=O)C(CC(=O)O)c2ccccc2)cc1. Reaction SMILES: [CH2:1]([CH3:2])[O:3][C:4]([CH2:5][CH:6]([C:7](=[O:8])[c:9]1[cH:10][cH:11][c:12]([O:15][CH3:16])[cH:13][cH:14]1)[c:17]1[cH:18][cH:19][cH:20][cH:21][cH:22]1)=[O:23].[CH3:27][CH2:28][OH:29].[Na+:26].[OH-:25].[OH2:24]>>[O:3]=[C:4]([CH2:5][CH:6]([C:7](=[O:8])[c:9]1[cH:10][cH:11][c:12]([O:15][CH3:16])[cH:13][cH:14]1)[c:17]1[cH:18][cH:19][cH:20][cH:21][cH:22]1)[OH:23]. Reactants: CCN(C(C)C)C(C)C (DIPEA), C(C)(=O)NC=1C=C(C=CC1)N1C=NC2=C1C=CC(=C2)C(=O)O (1-[3-(acetylamino)phenyl]-1H-benzimidazole-5-carboxylic acid), C(CCl)Cl (EDC), C=1C=CC2=C(C1)N=NN2O (HOBt), NCC=1C=NC=CC1 (3-aminomethylpyridine). The solvent is CC(=O)N(C)C (DMA). Conditions: time 30 minute. Yields the product C(C)(=O)NC=1C=C(C=CC1)N1C=NC2=C1C=CC(=C2)C(=O)NCC=2C=NC=CC2 (1-[3-(acetylamino)phenyl]-N-(pyridin-3-ylmethyl)-1H-benzimidazole-5-carboxamide). RXN SMILES: CCN(C(C)C)C(C)C.[C:10]([NH:13][C:14]1[CH:15]=[C:16]([N:20]2[C:24]3[CH:25]=[CH:26][C:27]([C:29](O)=[O:30])=[CH:28][C:23]=3[N:22]=[CH:21]2)[CH:17]=[CH:18][CH:19]=1)(=[O:12])[CH3:11].C(Cl)CCl.C1C=CC2N(O)N=NC=2C=1.[NH2:46][CH2:47][C:48]1[CH:49]=[N:50][CH:51]=[CH:52][CH:53]=1>CC(N(C)C)=O>[C:10]([NH:13][C:14]1[CH:15]=[C:16]([N:20]2[C:24]3[CH:25]=[CH:26][C:27]([C:29]([NH:46][CH2:47][C:48]4[CH:49]=[N:50][CH:51]=[CH:52][CH:53]=4)=[O:30])=[CH:28][C:23]=3[N:22]=[CH:21]2)[CH:17]=[CH:18][CH:19]=1)(=[O:12])[CH3:11]. Procedure details: DIPEA (0.75 mL, 4.31 mmol) was added at rt to a mixture of 1-[3-(acetylamino)phenyl]-1H-benzimidazole-5-carboxylic acid (0.83 g, 2.8 mmol), EDC (0.81 g, 4.22 mmol), HOBt (0.57 g, 4.22 mmol) in anhydrous DMA (10 mL). The reaction mixture was stirred for 30 min prior to the dropwise addition of 3-aminomethylpyridine (0.57 mL, 5.62 mmol). After stirring for a further 25 h, the solvent was removed in vacuo and the crude material purified by column chromatography over silica gel eluting with 5-15% Me... Starting materials: OBO, Brc1ncccn1, O=C([O-])O, COCCOC, O=Cc1ccccc1, ClCCl, [Na+], O. Product: O=Cc1ccc(-c2ncccn2)cc1. RXN SMILES: [BH:8]([OH:9])[OH:10].[Br:1][c:2]1[n:3][cH:4][cH:5][cH:6][n:7]1.[C:19](=[O:20])([OH:21])[O-:22].[CH3:24][O:25][CH2:26][CH2:27][O:28][CH3:29].[CH:11](=[O:12])[c:13]1[cH:14][cH:15][cH:16][cH:17][cH:18]1.[Cl:31][CH2:32][Cl:33].[Na+:23].[OH2:30]>>[c:2]1(-[c:16]2[cH:15][cH:14][c:13]([CH:11]=[O:12])[cH:18][cH:17]2)[n:3][cH:4][cH:5][cH:6][n:7]1.